This data is from the Open Reaction Database (ORD), a public repository of structured organic reaction records. The task is: describe an organic reaction: reactants, conditions, products, and yield Reactants: C(C)(C)(C)C=1C=C(C(OC)=CC1)N (4-tert-butyl-o-anisidine), C(=O)(Cl)Cl (phosgene), [N-]=C=O (isocyanate), Cl.NC1=CC=C(C2=CC=CC=C12)C1=CC2=C(OCC(N2)=O)N=C1 (7-(4-amino-naphthalen-1-yl)-1H-pyrido[2,3-b][1,4]oxazin-2-one hydrochloride), C(C)(C)N(CC)C(C)C (diisopropyl ethylamine). Solvent: ClCCl (dichloromethane), C(=O)(O)[O-].[Na+] (NaHCO3), CCOC(=O)C (EtOAc), C1CCOC1 (THF). Product: C(C)(C)(C)C=1C=CC(=C(C1)NC(=O)NC1=CC=C(C2=CC=CC=C12)C1=CC2=C(OCC(N2)=O)N=C1)OC (1-(5-tert-butyl-2-methoxy-phenyl)-3-[4-(2-oxo-2,3-dihydro-1H-pyrido[2,3-b][1,4]oxazin-7-yl)-naphthalen-1-yl)-urea). As a reaction SMILES: [C:1]([C:5]1[CH:6]=[C:7]([NH2:13])[C:8](=[CH:11][CH:12]=1)[O:9][CH3:10])([CH3:4])([CH3:3])[CH3:2].C(Cl)(Cl)=O.[N-:18]=[C:19]=[O:20].Cl.N[C:23]1[C:32]2[C:27](=[CH:28][CH:29]=[CH:30][CH:31]=2)[C:26]([C:33]2[CH:43]=[N:42][C:36]3[O:37][CH2:38][C:39](=[O:41])[NH:40][C:35]=3[CH:34]=2)=[CH:25][CH:24]=1.C(N(C(C)C)CC)(C)C>ClCCl.C([O-])(O)=O.[Na+].C1COCC1.CCOC(C)=O>[C:1]([C:5]1[CH:12]=[CH:11][C:8]([O:9][CH3:10])=[C:7]([NH:13][C:19]([NH:18][C:23]2[C:32]3[C:27](=[CH:28][CH:29]=[CH:30][CH:31]=3)[C:26]([C:33]3[CH:43]=[N:42][C:36]4[O:37][CH2:38][C:39](=[O:41])[NH:40][C:35]=4[CH:34]=3)=[CH:25][CH:24]=2)=[O:20])[CH:6]=1)([CH3:4])([CH3:2])[CH3:3] |f:3.4,7.8|. Procedure details: To 4-tert-butyl-o-anisidine (0.035 g, 0.198 mmol) in 2 mL dichloromethane and 2 mL saturated aqueous NaHCO3 at 0° C., phosgene (˜2 M in toluene, 0.21 mL, 0.40 mmol) was added via syringe to the organic layer in one portion, while not stirring. The resulting mixture was stirred vigorously for 10 min, then the organic layer was separated and dried (MgSO4), filtered and concentrated in vacuo. To the resulting isocyanate solution was added a solution of 7-(4-amino-naphthalen-1-yl)-1H-pyrido[2,3-b][1... Reactants: FC=1C=C2C(C(NC2=CC1)=O)=O (5-Fluoroisatin), CCC(=O)C1=CC=C(C=C1)C2=CC=CC=C2F (4-(2-fluorophenyl) propiophenone), [OH-].[K+] (KOH). The solvent is C(C)O (ethanol), O (water). The product is FC1=C(C=CC=C1)C1=CC=C(C=C1)C1=NC2=CC=C(C=C2C(=C1C)C(=O)O)F (2-(2'-Fluoro-1,1'-biphenyl-4-yl)-6-fluoro-3-methyl-4-quinolinecarboxylic acid). Isolated yield 50.9%. RXN SMILES: [F:1][C:2]1[CH:3]=[C:4]2[C:8](=[CH:9][CH:10]=1)[NH:7][C:6](=[O:11])[C:5]2=O.[CH3:13][CH2:14][C:15]([C:17]1[CH:22]=[CH:21][C:20]([C:23]2[C:28]([F:29])=[CH:27][CH:26]=[CH:25][CH:24]=2)=[CH:19][CH:18]=1)=O.[OH-:30].[K+]>C(O)C.O>[F:29][C:28]1[CH:27]=[CH:26][CH:25]=[CH:24][C:23]=1[C:20]1[CH:21]=[CH:22][C:17]([C:15]2[C:14]([CH3:13])=[C:5]([C:6]([OH:11])=[O:30])[C:4]3[C:8](=[CH:9][CH:10]=[C:2]([F:1])[CH:3]=3)[N:7]=2)=[CH:18][CH:19]=1 |f:2.3|. Procedure details: 5-Fluoroisatin (72.6 g, 0.44 mole) and 4-(2-fluorophenyl) propiophenone (100 g, 0.44 mole) were suspended in 720 ml of ethanol and stirred mechanically as a solution of KOH (147.8 g, 2.64 mole) in 300 ml of water was added dropwise over 15 minutes. The reaction mixture was heated at reflux for 12 hours, cooled and the ethanol evaporated under reduced pressure. The resulting solid was dissolved in water and washed with ethyl ether. The aqueous layer was cooled to 5° and acidified with glacial ace... Reactants: FC1=C(C=CC=C1)C(C)=O (2′fluoroacetophenone), C=1C=CC2=C(C1)N=NN2O (HOBt), Cl.Cl.NCC(=O)N1CCC(CC1)NC1=C(C=CC=C1)Cl (2-amino-1-[4-(2-chloro-phenylamino)-piperidin-1-yl]-ethanone dihydrochloride), CCN(C(C)C)C(C)C (DIPEA), FC1=C(C=CC=C1)C1=CC(=NN1)C(=O)O (5-(2-fluoro-phenyl)-1H-pyrazole-3-carboxylic acid), Intermediate 29, CCN=C=NCCCN(C)C.Cl (EDCI.HCl). The solvent is CN(C)C=O (DMF), O (water). Reaction conditions: time 8 hour. Yields the product ClC1=C(C=CC=C1)NC1CCN(CC1)C(CNC(=O)C1=NOC(=C1)C1=C(C=CC=C1)F)=O (5-(2-fluoro-phenyl)-isoxazole-3-carboxylic acid {2-[4-(2-chloro-phenylamino)-piperidin-1-yl]-2-oxo-ethyl}-amide). The yield is 26.6%. As a reaction SMILES: CCN(C(C)C)C(C)C.[F:10][C:11]1[CH:16]=[CH:15][CH:14]=[CH:13][C:12]=1[C:17]1N[N:20]=[C:19]([C:22]([OH:24])=O)[CH:18]=1.FC1C=CC=CC=1C(=[O:34])C.C1C=CC2N(O)N=NC=2C=1.CCN=C=NCCCN(C)C.Cl.Cl.Cl.[NH2:59][CH2:60][C:61]([N:63]1[CH2:68][CH2:67][CH:66]([NH:69][C:70]2[CH:75]=[CH:74][CH:73]=[CH:72][C:71]=2[Cl:76])[CH2:65][CH2:64]1)=[O:62]>CN(C=O)C.O>[Cl:76][C:71]1[CH:72]=[CH:73][CH:74]=[CH:75][C:70]=1[NH:69][CH:66]1[CH2:67][CH2:68][N:63]([C:61](=[O:62])[CH2:60][NH:59][C:22]([C:19]2[CH:18]=[C:17]([C:12]3[CH:13]=[CH:14][CH:15]=[CH:16][C:11]=3[F:10])[O:34][N:20]=2)=[O:24])[CH2:64][CH2:65]1 |f:4.5,6.7.8|. Reported procedure: DIPEA (328 mg, 2.5 mmol) to a stirred solution of 5-(2-fluoro-phenyl)-1H-pyrazole-3-carboxylic acid (150 mg, 0.724 mmol) (prepared by the method used for the synthesis of Intermediate 29, starting from 2′fluoroacetophenone) in DMF (5 mL) followed by HOBt (100 mg, 0.76 mmol) and EDCI.HCl (140 mg, 0.76 mmol). After 2 minutes 2-amino-1-[4-(2-chloro-phenylamino)-piperidin-1-yl]-ethanone dihydrochloride (220 mg, 0.724 mmol) was added to the reaction mixture and stirring was continued at ambient tempe... The reactants are C(=O)OC1=CC(=C(C(=C1)Cl)O[Si](C)(C)C(C)(C)C)O[Si](C)(C)C(C)(C)C (3,4-bis-(t-butyldimethylsilyloxy)-5-chlorophenyl formate), C([O-])([O-])=O.[K+].[K+] (potassium carbonate). Solvent: O (water), CO (methanol). Run at time 30 minute. Product: [Si](C)(C)(C(C)(C)C)OC=1C=C(C=C(C1O[Si](C)(C)C(C)(C)C)Cl)O (3,4-bis-(t-butyldimethylsilyloxy)-5-chlorophenol). Isolated yield 89.0%. Reaction SMILES: C([O:3][C:4]1[CH:9]=[C:8]([Cl:10])[C:7]([O:11][Si:12]([C:15]([CH3:18])([CH3:17])[CH3:16])([CH3:14])[CH3:13])=[C:6]([O:19][Si:20]([C:23]([CH3:26])([CH3:25])[CH3:24])([CH3:22])[CH3:21])[CH:5]=1)=O.C(=O)([O-])[O-].[K+].[K+]>CO.O>[Si:20]([O:19][C:6]1[CH:5]=[C:4]([OH:3])[CH:9]=[C:8]([Cl:10])[C:7]=1[O:11][Si:12]([C:15]([CH3:18])([CH3:17])[CH3:16])([CH3:14])[CH3:13])([C:23]([CH3:26])([CH3:25])[CH3:24])([CH3:22])[CH3:21] |f:1.2.3|. Reported procedure: To a solution of 1.236 g (2.97 mmol) of 3,4-bis-(t-butyldimethylsilyloxy)-5-chlorophenyl formate in 10 mL of methanol was added 2.05 g (15.0 mmol) of potassium carbonate at 25° C. The solution was stirred for 30 min., diluted with 35 mL of water, and extracted three times with diethyl ether (50 mL each). The combined extracts were washed with brine, dried (MgSO4), and concentrated to give 1.028 g (90% yield) of 3,4-bis-(t-butyldimethylsilyloxy)-5-chlorophenol. 1H NMR (CDCl3) d 6.45 (d, J=2.8 Hz,... Run in O1CCOCC1 (dioxane). Run at time 2.5 day. The product is C(C)(C)(C)OC(COC1=C(C=CC(=C1)Cl)OCC(=O)N1[C@@H](CN(CC1)CC1=CC=C(C=C1)F)CC(N)=O)=O ((2-{2-[(2R)-2-carbamoylmethyl-4-(4-fluoro-benzyl)-piperazin-1-yl]-2-oxo-ethoxy}-5-chloro-phenoxy)-acetic acid tert-butyl ester). Reported procedure: (2R)-2-[1-[(4-Chloro-2-hydroxy-phenoxy)-acetyl]-4-(4-fluoro-benzyl)-piperazin-2-yl]-acetamide (0.070 g, 0.16 mmol), cesium carbonate (0.078 g, 0.24 mmol) and tert-butyl bromoacetate (0.038 g, 0.028 mL, 0.193 mmol) were stirred in dioxane (2 mL). After 2.5 days, the solution was filtered, concentrated and chromatographed on silica gel to yield the title compound as a white solid (0.077 g). Reactants: ClC1=CC(=C(OCC(=O)N2[C@@H](CN(CC2)CC2=CC=C(C=C2)F)CC(=O)N)C=C1)O ((2R)-2-[1-[(4-Chloro-2-hydroxy-phenoxy)-acetyl]-4-(4-fluoro-benzyl)-piperazin-2-yl]-acetamide), C([O-])([O-])=O.[Cs+].[Cs+] (cesium carbonate), BrCC(=O)OC(C)(C)C (tert-butyl bromoacetate). RXN SMILES: [Cl:1][C:2]1[CH:29]=[CH:28][C:5]([O:6][CH2:7][C:8]([N:10]2[CH2:15][CH2:14][N:13]([CH2:16][C:17]3[CH:22]=[CH:21][C:20]([F:23])=[CH:19][CH:18]=3)[CH2:12][C@H:11]2[CH2:24][C:25]([NH2:27])=[O:26])=[O:9])=[C:4]([OH:30])[CH:3]=1.C(=O)([O-])[O-].[Cs+].[Cs+].Br[CH2:38][C:39]([O:41][C:42]([CH3:45])([CH3:44])[CH3:43])=[O:40]>O1CCOCC1>[C:42]([O:41][C:39](=[O:40])[CH2:38][O:30][C:4]1[CH:3]=[C:2]([Cl:1])[CH:29]=[CH:28][C:5]=1[O:6][CH2:7][C:8]([N:10]1[CH2:15][CH2:14][N:13]([CH2:16][C:17]2[CH:22]=[CH:21][C:20]([F:23])=[CH:19][CH:18]=2)[CH2:12][C@H:11]1[CH2:24][C:25](=[O:26])[NH2:27])=[O:9])([CH3:45])([CH3:44])[CH3:43] |f:1.2.3|. Yield: 87.5%. Reactants: CC1(OC(=CC(C1)=O)C(=O)O)C (3,4-dihydro-2,2-dimethyl-4-oxo-2H-pyran-6-carboxylic acid), [H][H] (hydrogen). The reagents and catalysts are [C].[Pd] (palladium-carbon). Run in O1CCCC1 (tetrahydrofuran). Product: CC1(OC(CC(C1)=O)C(=O)O)C (2,2-dimethyl-4-oxo-tetrahydropyran-6-carboxylic acid). As a reaction SMILES: [CH3:1][C:2]1([CH3:12])[CH2:7][C:6](=[O:8])[CH:5]=[C:4]([C:9]([OH:11])=[O:10])[O:3]1.[H][H]>O1CCCC1.[C].[Pd]>[CH3:1][C:2]1([CH3:12])[CH2:7][C:6](=[O:8])[CH2:5][CH:4]([C:9]([OH:11])=[O:10])[O:3]1 |f:3.4|. Reported procedure: In 8 ml of tetrahydrofuran was dissolved 0.5 g of 3,4-dihydro-2,2-dimethyl-4-oxo-2H-pyran-6-carboxylic acid, followed by adding thereto 50 mg of 10% palladium-carbon, and the reaction was carried out with stirring in a hydrogen stream at room temperature for 3 hours. The reagents and catalysts are C1(=CC=CC=C1)P(C1=CC=CC=C1)[C-]1C=CC=C1.[CH-]1C=CC=C1.[Fe+2] (Diphenylphosphinoferrocene), [C-]#N.[Zn+2].[C-]#N (zinc cyanide). RXN SMILES: FC(F)(F)S(O[C:7]1[CH:16]=[CH:15][C:14]2[CH2:13][CH2:12][CH:11]([NH:17][C:18]([O:20][C:21]([CH3:24])([CH3:23])[CH3:22])=[O:19])[CH:10]([CH2:25][C:26]3[CH:31]=[CH:30][C:29]([Cl:32])=[C:28]([Cl:33])[CH:27]=3)[C:9]=2[CH:8]=1)(=O)=O.[CH3:36][N:37](C)C=O>ClCCl.C1(P([C-]2C=CC=C2)C2C=CC=CC=2)C=CC=CC=1.[CH-]1C=CC=C1.[Fe+2].[C-]#N.[Zn+2].[C-]#N>[C:36]([C:7]1[CH:8]=[C:9]2[C:14]([CH2:13][CH2:12][CH:11]([NH:17][C:18](=[O:19])[O:20][C:21]([CH3:22])([CH3:24])[CH3:23])[CH:10]2[CH2:25][C:26]2[CH:31]=[CH:30][C:29]([Cl:32])=[C:28]([Cl:33])[CH:27]=2)=[CH:15][CH:16]=1)#[N:37] |f:3.4.5,6.7.8|. Procedure details: Diphenylphosphinoferrocene (100 mg, 0.18 mmol) and dipalladium trisdibenzylideneacetone (41 mg, 0.045 mmol) were suspended under an atmosphere of argon in dry dimethylformamide (5 mL). After stirring at room temperature for 40 min 7-[(tert-butoxycarbonyl)amino]-8-(3,4-dichlorobenzyl)-5,6,7,8-tetrahydronaphthalen-2-yl trifluoromethanesulfonate (0.5 g, 0.902 mmol) was added and the reaction mixture was heated to 90° C. Over 30 min zinc cyanide (159 mg, 1.353 mmol) was added in small portions. Afte... The reactants are dipalladium trisdibenzylideneacetone, FC(S(=O)(=O)OC1=CC=2C(C(CCC2C=C1)NC(=O)OC(C)(C)C)CC1=CC(=C(C=C1)Cl)Cl)(F)F (7-[(tert-butoxycarbonyl)amino]-8-(3,4-dichlorobenzyl)-5,6,7,8-tetrahydronaphthalen-2-yl trifluoromethanesulfonate), CN(C=O)C (dimethylformamide). Yields the product C(#N)C1=CC=C2CCC(C(C2=C1)CC1=CC(=C(C=C1)Cl)Cl)NC(OC(C)(C)C)=O (tert-Butyl [7-cyano-1-(3,4-dichlorobenzyl)-1,2,3,4-tetrahydronaphthalen-2-yl]carbamate). Run in ClCCl (dichloromethane). Conditions: temperature 90 celsius, time 2 hour.